Dataset: the Open Reaction Database (ORD), a public repository of structured organic reaction records. Task: describe an organic reaction: reactants, conditions, products, and yield The reactants are C1(CC1)COC1=CC2=C(N=C(O2)[C@@H]2CC[C@H](CC2)OCC(C)N)C=C1 (1-({trans-4-[6-(cyclopropylmethoxy)-1,3-benzoxazol-2-yl]cyclohexyl}oxy)propan-2-amine), C(C)(=O)OC(C)=O (acetic anhydride). Run in N1=CC=CC=C1 (pyridine). Yields the product C1(CC1)COC1=CC2=C(N=C(O2)[C@@H]2CC[C@H](CC2)OCC(C)NC(C)=O)C=C1 (N-[2-({trans-4-[6-(cyclopropylmethoxy)-1,3-benzoxazol-2-yl]cyclohexyl}oxy)-1-methylethyl]acetamide). As a reaction SMILES: [CH:1]1([CH2:4][O:5][C:6]2[CH:25]=[CH:24][C:9]3[N:10]=[C:11]([C@H:13]4[CH2:18][CH2:17][C@H:16]([O:19][CH2:20][CH:21]([NH2:23])[CH3:22])[CH2:15][CH2:14]4)[O:12][C:8]=3[CH:7]=2)[CH2:3][CH2:2]1.[C:26](OC(=O)C)(=[O:28])[CH3:27]>N1C=CC=CC=1>[CH:1]1([CH2:4][O:5][C:6]2[CH:25]=[CH:24][C:9]3[N:10]=[C:11]([C@H:13]4[CH2:18][CH2:17][C@H:16]([O:19][CH2:20][CH:21]([NH:23][C:26](=[O:28])[CH3:27])[CH3:22])[CH2:15][CH2:14]4)[O:12][C:8]=3[CH:7]=2)[CH2:3][CH2:2]1. Procedure details: A solution of 1-({trans-4-[6-(cyclopropylmethoxy)-1,3-benzoxazol-2-yl]cyclohexyl}oxy)propan-2-amine (172 mg) and acetic anhydride (0.24 mL) in pyridine (4 mL) was stirred at room temperature for 2 hr. The reaction mixture was concentrated under reduced pressure, and the obtained residue was purified by silica gel chromatography (NH, hexane/ethyl acetate). The obtained residue was recrystallized from ethyl acetate and hexane to give the title compound (95 mg) as white crystals. Starting materials: C=C(C(=O)OCC)c1ccc(OCC)cc1, FC(F)=C(F)F, c1ccccc1. The product is CCOC(=O)C1(c2ccc(OCC)cc2)CC(F)(F)C1(F)F. Reaction SMILES: [CH2:1]([CH3:2])[O:3][C:4]([C:5](=[CH2:6])[c:7]1[cH:8][cH:9][c:10]([O:13][CH2:14][CH3:15])[cH:11][cH:12]1)=[O:16].[F:17][C:18](=[C:19]([F:20])[F:21])[F:22].[cH:23]1[cH:24][cH:25][cH:26][cH:27][cH:28]1>>[CH2:1]([CH3:2])[O:3][C:4]([C:5]1([c:7]2[cH:8][cH:9][c:10]([O:13][CH2:14][CH3:15])[cH:11][cH:12]2)[CH2:6][C:18]([F:17])([F:22])[C:19]1([F:20])[F:21])=[O:16].